From a dataset of the Open Reaction Database (ORD), a public repository of structured organic reaction records. describe an organic reaction: reactants, conditions, products, and yield The reactants are [BH4-], CC(C)C(=O)c1ccccc1, CCO, [Na+]. Product: CC(C)C(O)c1ccccc1. As a reaction SMILES: [BH4-:1].[C:3]([CH:4]([CH3:5])[CH3:6])(=[O:7])[c:8]1[cH:9][cH:10][cH:11][cH:12][cH:13]1.[CH3:14][CH2:15][OH:16].[Na+:2]>>[CH:3]([CH:4]([CH3:5])[CH3:6])([OH:7])[c:8]1[cH:9][cH:10][cH:11][cH:12][cH:13]1. Starting materials: OC1=CC2=CC(=CC=C2C=C1)O (2,7-Dihydroxynaphthalene), solid, N(=O)[O-].[Na+] (sodium nitrite), solid, N(=O)[O-].[Na+] (sodium nitrite). Run in C(C)(=O)O (acetic acid). Run at time 2 hour. The product is OC1=C(C2=CC(=CC=C2C=C1)O)N=O (2,7-dihydroxy-1-nitrosonaphthalene). RXN SMILES: [OH:1][C:2]1[CH:11]=[CH:10][C:9]2[C:4](=[CH:5][C:6]([OH:12])=[CH:7][CH:8]=2)[CH:3]=1.[N:13]([O-])=[O:14].[Na+]>C(O)(=O)C>[OH:1][C:2]1[CH:11]=[CH:10][C:9]2[C:4](=[CH:5][C:6]([OH:12])=[CH:7][CH:8]=2)[C:3]=1[N:13]=[O:14] |f:1.2|. Procedure: 2,7-Dihydroxynaphthalene (BAYER) (250 g=1.56 mol) was dissolved in 875 ml of glacial acetic acid at 0°-90° C. and precipitated again by addition of 2.5 kg of crushed ice. A very finely disperse, light-beige, viscous suspension was formed and the temperature fell to -10° to -12° C. With good stirring and external cooling, 107.88 g (1.56 mol) of solid sodium nitrite were introduced in portions into this suspension, the mixture was stirred for another hour and a further 10.7 g (0.56 mol) of solid s... Reactants: CCOC(=O)Cn1ncc2c1CCCC2N(C)S(=O)(=O)c1cc(SCC)cc(C(F)(F)F)c1, O=C(OO)c1cccc(Cl)c1, ClCCl. Yields the product CCOC(=O)Cn1ncc2c1CCCC2N(C)S(=O)(=O)c1cc(S(=O)CC)cc(C(F)(F)F)c1. RXN SMILES: [CH2:1]([CH3:2])[O:3][C:4]([CH2:5][n:6]1[n:7][cH:8][c:9]2[c:14]1[CH2:13][CH2:12][CH2:11][CH:10]2[N:15]([CH3:16])[S:17](=[O:18])(=[O:19])[c:20]1[cH:21][c:22]([S:30][CH2:31][CH3:32])[cH:23][c:24]([C:26]([F:27])([F:28])[F:29])[cH:25]1)=[O:33].[Cl:34][c:35]1[cH:36][c:37]([C:38]([O:39][OH:40])=[O:42])[cH:41][cH:43][cH:44]1.[Cl:45][CH2:46][Cl:47]>>[CH2:1]([CH3:2])[O:3][C:4]([CH2:5][n:6]1[n:7][cH:8][c:9]2[c:14]1[CH2:13][CH2:12][CH2:11][CH:10]2[N:15]([CH3:16])[S:17](=[O:18])(=[O:19])[c:20]1[cH:21][c:22]([S:30]([CH2:31][CH3:32])=[O:42])[cH:23][c:24]([C:26]([F:27])([F:28])[F:29])[cH:25]1)=[O:33]. Reactants: O=C([O-])[O-], CN(C)C1CCN(c2ccc(NC(=O)C3CCNCC3)cc2)C1, CN1CCCC1=O, [K+], [K+], O=S(=O)(Cl)c1ccccc1. The product is CN(C)C1CCN(c2ccc(NC(=O)C3CCN(S(=O)(=O)c4ccccc4)CC3)cc2)C1. As a reaction SMILES: [C:24](=[O:25])([O-:26])[O-:27].[CH3:1][N:2]([CH:3]1[CH2:4][N:5]([c:8]2[cH:9][cH:10][c:11]([NH:14][C:15](=[O:16])[CH:17]3[CH2:18][CH2:19][NH:20][CH2:21][CH2:22]3)[cH:12][cH:13]2)[CH2:6][CH2:7]1)[CH3:23].[CH3:40][N:41]1[CH2:42][CH2:43][CH2:44][C:45]1=[O:46].[K+:28].[K+:29].[c:30]1([S:36](=[O:37])(=[O:38])[Cl:39])[cH:31][cH:32][cH:33][cH:34][cH:35]1>>[CH3:1][N:2]([CH:3]1[CH2:4][N:5]([c:8]2[cH:9][cH:10][c:11]([NH:14][C:15](=[O:16])[CH:17]3[CH2:18][CH2:19][N:20]([S:36]([c:30]4[cH:31][cH:32][cH:33][cH:34][cH:35]4)(=[O:37])=[O:38])[CH2:21][CH2:22]3)[cH:12][cH:13]2)[CH2:6][CH2:7]1)[CH3:23]. Reactants: COc1ccc(C2CCc3cc(OC)ccc3C2)c(N)c1, CC(C)N(CCOc1ccc(C(=O)O)cc1)C(C)C, Cl. Product: COc1ccc2c(c1)CCC(c1ccc(OC)cc1NCc1ccc(OCCN(C(C)C)C(C)C)cc1)C2. Reaction SMILES: [CH3:21][O:22][c:23]1[cH:24][cH:25][c:26]([CH:30]2[CH2:31][c:32]3[cH:33][cH:34][c:35]([O:40][CH3:41])[cH:36][c:37]3[CH2:38][CH2:39]2)[c:27]([NH2:29])[cH:28]1.[CH:2]([CH3:3])([CH3:4])[N:5]([CH2:6][CH2:7][O:8][c:9]1[cH:10][cH:11][c:12]([C:13]([OH:14])=[O:15])[cH:16][cH:17]1)[CH:18]([CH3:19])[CH3:20].[ClH:1]>>[CH:2]([CH3:3])([CH3:4])[N:5]([CH2:6][CH2:7][O:8][c:9]1[cH:10][cH:11][c:12]([CH2:13][NH:29][c:27]2[c:26]([CH:30]3[CH2:31][c:32]4[cH:33][cH:34][c:35]([O:40][CH3:41])[cH:36][c:37]4[CH2:38][CH2:39]3)[cH:25][cH:24][c:23]([O:22][CH3:21])[cH:28]2)[cH:16][cH:17]1)[CH:18]([CH3:19])[CH3:20]. Starting materials: IC1=CC=C(C=C1)OCC1C2C=CC(C1)C2 (5-[[(p-iodophenyl)oxy]methyl]bicyclo[2.2.1]hept-2-ene), C1(=CC=CC=C1)P([Si](C)(C)C)C1=CC=CC=C1 (diphenyl(trimethylsilyl)phosphine), CCCCC (pentane). The reagents and catalysts are CC#N.CC#N.Cl[Pd]Cl (Bis(acetonitrile)dichloropalladium(II)). Solvent: C1(=CC=CC=C1)C (toluene). Conditions: temperature 70 celsius. Product: C12C(CC(C=C1)C2)COC2=CC=C(C=C2)P(C2=CC=CC=C2)C2=CC=CC=C2 ([p-(bicyclo[2.2.1]hept-5-en-2-ylmethoxy)phenyl]diphenylphosphine). The yield is 14.7%. RXN SMILES: I[C:2]1[CH:7]=[CH:6][C:5]([O:8][CH2:9][CH:10]2[CH2:15][CH:14]3[CH2:16][CH:11]2[CH:12]=[CH:13]3)=[CH:4][CH:3]=1.CCCCC.[C:22]1([P:28]([C:33]2[CH:38]=[CH:37][CH:36]=[CH:35][CH:34]=2)[Si](C)(C)C)[CH:27]=[CH:26][CH:25]=[CH:24][CH:23]=1>C1(C)C=CC=CC=1.CC#N.CC#N.Cl[Pd]Cl>[CH:11]12[CH2:16][CH:14]([CH:13]=[CH:12]1)[CH2:15][CH:10]2[CH2:9][O:8][C:5]1[CH:6]=[CH:7][C:2]([P:28]([C:33]2[CH:34]=[CH:35][CH:36]=[CH:37][CH:38]=2)[C:22]2[CH:27]=[CH:26][CH:25]=[CH:24][CH:23]=2)=[CH:3][CH:4]=1 |f:4.5.6|. Reported procedure: Bis(acetonitrile)dichloropalladium(II) (1 mmol) was placed in a Schlenk flask, stoppered with a septum and evacuated and purged with nitrogen three times. To this flask was then added a solution of 8 (0.038 mol) in 100 mL of anhydrous toluene and 9.6 g of diphenyl(trimethylsilyl)phosphine. The resulting deep purple solution was heated at 70° C. overnight, then cooled to room temperature and the solvent evaporated under reduced pressure. The residue was chromatographed on a column of silica gel u... Starting materials: FC1=C(C(=CC=C1)F)N1C(C=CC2=C1N=C(N=C2C2=C(C=C(C=C2)F)C)NS(=O)(=O)C)=O (N-[8-(2,6-difluoro-phenyl)-4-(4-fluoro-2-methyl-phenyl)-7-oxo-7,8-dihydro-pyrido[2,3-d]pyrimidin-2-yl]-methanesulfonamide), [H-].[Na+] (NaH), [NH4+].[Cl-] (NH4Cl), IC (Iodomethane). Run in CN(C)C=O (DMF). Reaction conditions: time 30 minute. Yields the product FC1=C(C(=CC=C1)F)N1C(C=CC2=C1N=C(N=C2C2=C(C=C(C=C2)F)C)N(S(=O)(=O)C)C)=O (N-[8-(2,6-difluoro-phenyl)-4-(4-fluoro-2-methyl-phenyl)-7-oxo-7,8-dihydro-pyrido[2,3-d]pyrimidin-2-yl]-N-methyl-methanesulfonamide). Yield: 84.3%. Reaction SMILES: [F:1][C:2]1[CH:7]=[CH:6][CH:5]=[C:4]([F:8])[C:3]=1[N:9]1[C:14]2[N:15]=[C:16]([NH:27][S:28]([CH3:31])(=[O:30])=[O:29])[N:17]=[C:18]([C:19]3[CH:24]=[CH:23][C:22]([F:25])=[CH:21][C:20]=3[CH3:26])[C:13]=2[CH:12]=[CH:11][C:10]1=[O:32].[H-].[Na+].I[CH3:36].[NH4+].[Cl-]>CN(C=O)C>[F:8][C:4]1[CH:5]=[CH:6][CH:7]=[C:2]([F:1])[C:3]=1[N:9]1[C:14]2[N:15]=[C:16]([N:27]([CH3:36])[S:28]([CH3:31])(=[O:30])=[O:29])[N:17]=[C:18]([C:19]3[CH:24]=[CH:23][C:22]([F:25])=[CH:21][C:20]=3[CH3:26])[C:13]=2[CH:12]=[CH:11][C:10]1=[O:32] |f:1.2,4.5|. Procedure: To the solution of N-[8-(2,6-difluoro-phenyl)-4-(4-fluoro-2-methyl-phenyl)-7-oxo-7,8-dihydro-pyrido[2,3-d]pyrimidin-2-yl]-methanesulfonamide (92 mg, 0.2 mmol) in anhydrous DMF (2 mL) was added NaH (80 mg of 60% dispersion in mineral oil, 2 mmol, 10 eq) and the reaction mixture was stirred for 30 minutes at 23°. Iodomethane (280 mg, 2 mmol, 10 eq) was added and the reaction mixture was stirred 1 h at 23°. Saturated aq NH4Cl (5 mL) was added and the reaction mixture was extracted with EtOAc (2×20 ... Starting materials: Intermediate 20, BrC=1C=C(C=CC1C)S(=O)(=O)NCCOC (3-bromo-N-(2-methoxy-ethyl)-4-methyl-benzenesulfonamide), BrC=1C=C(C=CC1C)S(=O)(=O)NCCOC (3-bromo-N-(2-methoxy-ethyl)-4-methyl-benzenesulfonamide), C(C)(C)(C)OC(COC1=C(C=C(C=C1)Cl)C#C)=O (tert-butyl(4-chloro-2-ethynylphenoxy)acetate), C(C)(C)(C)OC(COC1=C(C=C(C=C1)Cl)C#C)=O (tert-butyl(4-chloro-2-ethynylphenoxy)acetate). Yields the product C(C)(C)(C)OC(COC1=C(C=C(C=C1)Cl)C#CC1=C(C=CC(=C1)S(=O)(=O)NCCOC)C)=O (tert-butyl{4-chloro-2-[(5-{[(2-methoxyethyl)amino]sulfonyl}-2-methylphenyl)ethynyl]phenoxy}acetate). As a reaction SMILES: [C:1]([O:5][C:6](=[O:18])[CH2:7][O:8][C:9]1[CH:14]=[CH:13][C:12]([Cl:15])=[CH:11][C:10]=1[C:16]#[CH:17])([CH3:4])([CH3:3])[CH3:2].Br[C:20]1[CH:21]=[C:22]([S:27]([NH:30][CH2:31][CH2:32][O:33][CH3:34])(=[O:29])=[O:28])[CH:23]=[CH:24][C:25]=1[CH3:26]>>[C:1]([O:5][C:6](=[O:18])[CH2:7][O:8][C:9]1[CH:14]=[CH:13][C:12]([Cl:15])=[CH:11][C:10]=1[C:16]#[C:17][C:20]1[CH:21]=[C:22]([S:27]([NH:30][CH2:31][CH2:32][O:33][CH3:34])(=[O:29])=[O:28])[CH:23]=[CH:24][C:25]=1[CH3:26])([CH3:4])([CH3:3])[CH3:2]. Procedure details: Following the general method as outlined in Intermediate 20, starting from (4-chloro-2-ethynyl-phenoxy)-acetic acid tert-butyl ester (Intermediate 3) and 3-bromo-N-(2-methoxy-ethyl)-4-methyl-benzenesulfonamide (Intermediate 149), the title compound was obtained as a orange sticky solid after purification by flash column chromatography (silica), eluting with cyclohexane containing increasing amounts of EtOAc.